From a dataset of the Open Reaction Database (ORD), a public repository of structured organic reaction records. describe an organic reaction: reactants, conditions, products, and yield Starting materials: CC(C)(C)O, CC1CCC2(OC1)OC1CC3C4CCC5CC(O)CCC5(C)C4C=CC3(C)C1C2C, C[N+]1([O-])CCOCC1, CC(C)=O, O. Yields the product CC1CCC2(OC1)OC1CC3C4CCC5CC(O)CCC5(C)C4C(O)C(O)C3(C)C1C2C. RXN SMILES: [C:40]([OH:41])([CH3:42])([CH3:43])[CH3:44].[CH3:1][CH:2]1[CH:3]2[CH:4]([CH2:5][CH:6]3[CH:7]4[CH2:8][CH2:9][CH:10]5[CH2:11][CH:12]([OH:22])[CH2:13][CH2:14][C:15]5([CH3:16])[CH:17]4[CH:18]=[CH:19][C:20]23[CH3:21])[O:23][C:24]12[CH2:25][CH2:26][CH:27]([CH3:28])[CH2:29][O:30]2.[CH3:31][N+:32]1([O-:33])[CH2:34][CH2:36][O:35][CH2:37][CH2:38]1.[CH3:45][C:46](=[O:47])[CH3:48].[OH2:39]>>[CH3:1][CH:2]1[CH:3]2[CH:4]([CH2:5][CH:6]3[CH:7]4[CH2:8][CH2:9][CH:10]5[CH2:11][CH:12]([OH:22])[CH2:13][CH2:14][C:15]5([CH3:16])[CH:17]4[CH:18]([OH:35])[CH:19]([OH:39])[C:20]23[CH3:21])[O:23][C:24]12[CH2:25][CH2:26][CH:27]([CH3:28])[CH2:29][O:30]2. The reactants are O=C([O-])O, CC[N+](CC)(CC)Cc1ccccc1, [Cl-], Oc1nc(-c2ccc(Cl)cc2Cl)cc2nc(CN3CCOCC3)nn12, [Na+], O=P(Cl)(Cl)Cl. Yields the product Clc1ccc(-c2cc3nc(CN4CCOCC4)nn3c(Cl)n2)c(Cl)c1. As a reaction SMILES: [C:46](=[O:47])([OH:48])[O-:49].[CH2:32]([N+:33]([CH2:34][CH3:35])([CH2:36][CH3:37])[CH2:38][CH3:39])[c:40]1[cH:41][cH:42][cH:43][cH:44][cH:45]1.[Cl-:31].[Cl:1][c:2]1[c:3](-[c:9]2[cH:10][c:11]3[n:12]([c:13]([OH:15])[n:14]2)[n:16][c:17]([CH2:19][N:20]2[CH2:21][CH2:22][O:23][CH2:24][CH2:25]2)[n:18]3)[cH:4][cH:5][c:6]([Cl:8])[cH:7]1.[Na+:50].[P:26]([Cl:27])([Cl:28])([Cl:29])=[O:30]>>[Cl:1][c:2]1[c:3](-[c:9]2[cH:10][c:11]3[n:12]([c:13]([Cl:28])[n:14]2)[n:16][c:17]([CH2:19][N:20]2[CH2:21][CH2:22][O:23][CH2:24][CH2:25]2)[n:18]3)[cH:4][cH:5][c:6]([Cl:8])[cH:7]1. Starting materials: [BH4-], C1CCOC1, CCOC(=O)c1ccc(C#Cc2ccc3c(c2)C(C)(C)CCC3=O)cc1, CCO, [Na+], O. Product: CCOC(=O)c1ccc(C#Cc2ccc3c(c2)C(C)(C)CCC3O)cc1. Reaction SMILES: [BH4-:27].[CH2:29]1[O:30][CH2:31][CH2:32][CH2:33]1.[CH3:1][C:2]1([CH3:26])[CH2:3][CH2:4][C:5](=[O:25])[c:6]2[cH:7][cH:8][c:9]([C:12]#[C:13][c:14]3[cH:15][cH:16][c:17]([C:18](=[O:19])[O:20][CH2:21][CH3:22])[cH:23][cH:24]3)[cH:10][c:11]21.[CH3:34][CH2:35][OH:36].[Na+:28].[OH2:37]>>[CH3:1][C:2]1([CH3:26])[CH2:3][CH2:4][CH:5]([OH:25])[c:6]2[cH:7][cH:8][c:9]([C:12]#[C:13][c:14]3[cH:15][cH:16][c:17]([C:18](=[O:19])[O:20][CH2:21][CH3:22])[cH:23][cH:24]3)[cH:10][c:11]21. The reactants are C[C@]12CC[C@H]3[C@H]([C@@H]1CCC2=O)CCC4=CC(=O)CC[C@H]34 (19-norandrost-4-ene-3,17-dione), ClCCCl (1,2-dichloroethane), O (water), ClCCCl (1,2-dichloroethane), O (water). The product is C[C@]12CC[C@H]3[C@H]([C@@H]1CC[C@]2(C#C)O)CCC4=CC(=O)CC[C@H]34 (19-norethisterone). As a reaction SMILES: O.[CH3:2][C@@:3]12[C:11](=[O:12])[CH2:10][CH2:9][C@H:8]1[C@@H:7]1[CH2:13][CH2:14][C:15]3[C@@H:21]([C@H:6]1[CH2:5][CH2:4]2)[CH2:20][CH2:19][C:17](=[O:18])[CH:16]=3.Cl[CH2:23][CH2:24]Cl>>[CH3:2][C@@:3]12[C@:11]([OH:12])([C:23]#[CH:24])[CH2:10][CH2:9][C@H:8]1[C@@H:7]1[CH2:13][CH2:14][C:15]3[C@@H:21]([C@H:6]1[CH2:5][CH2:4]2)[CH2:20][CH2:19][C:17](=[O:18])[CH:16]=3. Procedure: A water-jacketed glass column of 2.7 cm inner diameter is packed with a suspension of 50.0 g of basic alumina (sold by Shokubai Kasei Kogyo Co. Ltd. under trade name of ACBR-3, calcined at a temperature above 500° C. and pulverized to about 50 mesh) in 100 ml of 1,2-dichloroethane (to a depth of 13.0 cm) and water is passed through the jacket so as to set the temperature at 20° C. In 1400 ml of 1,2-dichloroethane, 20.00 g of crude 19-norethisterone of 91.8% purity which results from ethynylation... Starting materials: CCOC(=O)C(C#N)c1cccc(Oc2ccccc2C)c1OC, CCCCCCCBr, CN(C)C=O, [H-], [Na+]. Product: CCCCCCCC(C#N)(C(=O)OCC)c1cccc(Oc2ccccc2C)c1OC. Reaction SMILES: [C:3](#[N:4])[CH:5]([C:6](=[O:7])[O:8][CH2:9][CH3:10])[c:11]1[c:12]([O:25][CH3:26])[c:13]([O:17][c:18]2[c:19]([CH3:24])[cH:20][cH:21][cH:22][cH:23]2)[cH:14][cH:15][cH:16]1.[CH2:27]([CH2:28][CH2:29][CH2:30][CH2:31][CH2:32][CH3:33])[Br:34].[CH3:35][N:36]([CH3:37])[CH:38]=[O:39].[H-:1].[Na+:2]>>[C:3](#[N:4])[C:5]([C:6](=[O:7])[O:8][CH2:9][CH3:10])([c:11]1[c:12]([O:25][CH3:26])[c:13]([O:17][c:18]2[c:19]([CH3:24])[cH:20][cH:21][cH:22][cH:23]2)[cH:14][cH:15][cH:16]1)[CH2:27][CH2:28][CH2:29][CH2:30][CH2:31][CH2:32][CH3:33]. The reactants are CCC(C)C(NC(=O)OC(C)(C)C)C(=O)OCOC(=O)N(CC1CN(c2ccc(C3CCS(=O)(=O)CC3)c(F)c2)C(=O)O1)C(C)=O, C1CCOC1, COc1ccccc1, Cl. Product: CCC(C)C(N)C(=O)OCOC(=O)N(CC1CN(c2ccc(C3CCS(=O)(=O)CC3)c(F)c2)C(=O)O1)C(C)=O, Cl. RXN SMILES: [C:1]([CH3:2])(=[O:3])[N:4]([C:5](=[O:6])[O:7][CH2:8][O:9][C:10]([CH:11]([CH:12]([CH2:13][CH3:14])[CH3:15])[NH:16][C:17]([O:18][C:19]([CH3:20])([CH3:21])[CH3:22])=[O:23])=[O:24])[CH2:25][CH:26]1[CH2:27][N:28]([c:32]2[cH:33][c:34]([F:46])[c:35]([CH:38]3[CH2:39][CH2:40][S:41](=[O:44])(=[O:45])[CH2:42][CH2:43]3)[cH:36][cH:37]2)[C:29](=[O:31])[O:30]1.[CH2:56]1[O:57][CH2:58][CH2:59][CH2:60]1.[CH3:47][O:48][c:49]1[cH:50][cH:51][cH:52][cH:53][cH:54]1.[ClH:55]>>[C:1]([CH3:2])(=[O:3])[N:4]([C:5](=[O:6])[O:7][CH2:8][O:9][C:10]([CH:11]([CH:12]([CH2:13][CH3:14])[CH3:15])[NH2:16])=[O:24])[CH2:25][CH:26]1[CH2:27][N:28]([c:32]2[cH:33][c:34]([F:46])[c:35]([CH:38]3[CH2:39][CH2:40][S:41](=[O:44])(=[O:45])[CH2:42][CH2:43]3)[cH:36][cH:37]2)[C:29](=[O:31])[O:30]1.[ClH:55].